This data is from the Open Reaction Database (ORD), a public repository of structured organic reaction records. The task is: describe an organic reaction: reactants, conditions, products, and yield Reactants: C(C1=CC=CC=C1)(=O)Cl (Benzoyl chloride), NCCC#N (aminoethylcyanide). Yields the product C(C1=CC=CC=C1)(=O)NCCC#N (N-benzoyl-aminoethylcyanide). Reaction SMILES: [C:1](Cl)(=[O:8])[C:2]1[CH:7]=[CH:6][CH:5]=[CH:4][CH:3]=1.[NH2:10][CH2:11][CH2:12][C:13]#[N:14]>>[C:1]([NH:14][CH2:13][CH2:12][C:11]#[N:10])(=[O:8])[C:2]1[CH:7]=[CH:6][CH:5]=[CH:4][CH:3]=1. Procedure: Benzoyl chloride and aminoethylcyanide are reacted to give N-benzoyl-aminoethylcyanide, which is reacted with hydrogen sulfide in ammonia to yield the thioamide, which is reacted with an appropriate a-halo ketone to yield the desired thiazole. Treatment with 5N hydrochloric acid removes the protecting benzoyl group to give the desired amine product.